The task is: describe an organic reaction: reactants, conditions, products, and yield. This data is from the Open Reaction Database (ORD), a public repository of structured organic reaction records. Reactants: CSC(=S)N1C(C(=O)O)Cc2c([nH]c3ccccc23)C1C, C=[N+]=[N-]. Product: COC(=O)C1Cc2c([nH]c3ccccc23)C(C)N1C(=S)SC. Reaction SMILES: [CH3:1][CH:2]1[N:3]([C:18](=[S:19])[S:20][CH3:21])[CH:4]([C:15](=[O:16])[OH:17])[CH2:5][c:6]2[c:7]3[cH:8][cH:9][cH:10][cH:11][c:12]3[nH:13][c:14]21.[N+:22](=[N-:23])=[CH2:24]>>[CH3:1][CH:2]1[N:3]([C:18](=[S:19])[S:20][CH3:21])[CH:4]([C:15](=[O:16])[O:17][CH3:24])[CH2:5][c:6]2[c:7]3[cH:8][cH:9][cH:10][cH:11][c:12]3[nH:13][c:14]21. RXN SMILES: [Cl:1][C:2]1[CH:3]=[C:4]([O:14][CH2:15][CH:16]=[C:17]([Cl:19])[Cl:18])[CH:5]=[C:6]([Cl:13])[C:7]=1[O:8][CH2:9][CH2:10][CH2:11]Br.[F:20][C:21]([F:30])([F:29])[C:22]1[CH:27]=[CH:26][C:25]([OH:28])=[CH:24][CH:23]=1.C(=O)([O-])[O-].[K+].[K+]>CN(C)C=O>[Cl:1][C:2]1[CH:3]=[C:4]([O:14][CH2:15][CH:16]=[C:17]([Cl:19])[Cl:18])[CH:5]=[C:6]([Cl:13])[C:7]=1[O:8][CH2:9][CH2:10][CH2:11][O:28][C:25]1[CH:26]=[CH:27][C:22]([C:21]([F:20])([F:29])[F:30])=[CH:23][CH:24]=1 |f:2.3.4|. Procedure: A mixture of 0.56 g of 3,5-dichloro-4-(3-bromopropyloxy)-1-(3,3-dichloro-2-propenyloxy)benzene, 0.22 g of 4-trifluoromethylphenol, 0.21 g of potassium carbonate and 20 ml of N,N-dimethylformamide was stirred at room temperature. After stirring for 7 hours, the reaction mixture was poured into ice-water, and extracted twice with 50 ml of diethyl ether. The combined ether layer was washed with water, dried with anhydrous magnesium sulfate, and concentrated to obtain a crude product. The crude prod... The yield is 72.2%. Solvent: CN(C=O)C (N,N-dimethylformamide). The reactants are ice water, ClC=1C=C(C=C(C1OCCCBr)Cl)OCC=C(Cl)Cl (3,5-dichloro-4-(3-bromopropyloxy)-1-(3,3-dichloro-2-propenyloxy)benzene), FC(C1=CC=C(C=C1)O)(F)F (4-trifluoromethylphenol), C([O-])([O-])=O.[K+].[K+] (potassium carbonate), crude product. Product: ClC=1C=C(C=C(C1OCCCOC1=CC=C(C=C1)C(F)(F)F)Cl)OCC=C(Cl)Cl (3,5-dichloro-4-(3-(4-trifluoromethylphenoxy)propyloxy)-1-(3,3-dichloro-2-propenyloxy)benzene). As a reaction SMILES: [N:1]#[C:2]Br.C(O[C:7](=[O:20])[CH2:8][NH:9][CH2:10][C:11]1[C:16]([NH2:17])=[CH:15][CH:14]=[C:13]([Cl:18])[C:12]=1[Cl:19])C>COCCO>[ClH:18].[Cl:19][C:12]1[C:13]([Cl:18])=[CH:14][CH:15]=[C:16]2[C:11]=1[CH2:10][N:9]1[CH2:8][C:7](=[O:20])[NH:1][C:2]1=[N:17]2 |f:3.4|. Procedure details: A solution of cyanogen bromide (3.2 g, 0.030 mol) in 100 ml. 2-methoxyethanol was added to a solution of N-(6-amino-2,3-dichlorobenzyl)glycine ethyl ester (8.2 g, 0.030 mol) in 250 ml. 2-methoxyethanol. The solution was stirred at room temperature for 1 hour, heated at reflux for 22 hours, and cooled. The precipitate was filtered off, washed with ether and air dried to give 3.11 gms. of the crude title product (31% yield as the hydrobromide salt). Recrystallization from ethanolic HCl gave the pu... Run at time 1 hour. The yield is 31.0%. The reactants are N#CBr (cyanogen bromide), hydrobromide salt, C(C)OC(CNCC1=C(C(=CC=C1N)Cl)Cl)=O (N-(6-amino-2,3-dichlorobenzyl)glycine ethyl ester). Run in COCCO (2-methoxyethanol), COCCO (2-methoxyethanol). The product is Cl.ClC1=C2CN3C(=NC2=CC=C1Cl)NC(C3)=O (6,7-Dichloro-1,5-dihydroimidazo[2,1-b]quinazolin-2(3H)-one Hydrochloride). Reactants: C(C)OC(=O)C(C1=CC=NC2=C(C=CC=C12)NC(C1=C(C=CC=C1Cl)Cl)=O)C(=O)OCC (4-[bis(ethoxycarbonyl)methyl]-8-(2,6-dichlorobenzoylamino)quinoline), O.NN (hydrazine monohydrate). The solvent is C(C)O (ethanol). The product is ClC1=C(C(=O)NC=2C=CC=C3C(=CC=NC23)C=2C(=NNC2O)O)C(=CC=C1)Cl (8-(2,6-dichlorobenzoylamino)-4-(3,5-dihydroxypyrazol-4-yl)quinoline). RXN SMILES: C(O[C:4]([CH:6]([C:28]([O:30]CC)=O)[C:7]1[C:16]2[C:11](=[C:12]([NH:17][C:18](=[O:27])[C:19]3[C:24]([Cl:25])=[CH:23][CH:22]=[CH:21][C:20]=3[Cl:26])[CH:13]=[CH:14][CH:15]=2)[N:10]=[CH:9][CH:8]=1)=[O:5])C.O.[NH2:34][NH2:35]>C(O)C>[Cl:26][C:20]1[CH:21]=[CH:22][CH:23]=[C:24]([Cl:25])[C:19]=1[C:18]([NH:17][C:12]1[CH:13]=[CH:14][CH:15]=[C:16]2[C:11]=1[N:10]=[CH:9][CH:8]=[C:7]2[C:6]1[C:28]([OH:30])=[N:34][NH:35][C:4]=1[OH:5])=[O:27] |f:1.2|. Reported procedure: A mixture or 4-[bis(ethoxycarbonyl)methyl]-8-(2,6-dichlorobenzoylamino)quinoline (200 mg) and hydrazine monohydrate (211 mg) in ethanol (2 ml) was refluxed overnight. After cooling, the resulting precipitates were collected by the filtration, and the residue was washed with ethanol to give 8-(2,6-dichlorobenzoylamino)-4-(3,5-dihydroxypyrazol-4-yl)quinoline as a solid. The obtained solid was treated with ethanol solution of hydrogen chloride, and the precipitates were collected and recrystallized... Starting materials: O=C(C(=O)OCC)CC(C)=O (ethyl 2,4-dioxovalerate), C1(=CC=CC=C1)NN (phenyl hydrazine). Run in C(C)(=O)O (acetic acid). Conditions: temperature 100 celsius, time 2 hour. Product: CC1=NN(C(=C1)C(=O)OCC)C1=CC=CC=C1 (ethyl 3-methyl-1-phenyl-1H-5-pyrazolecarboxylate), CC1=CC(=NN1C1=CC=CC=C1)C(=O)OCC (ethyl 5-methyl-1-phenyl-1H-3-pyrazolecarboxylate). Reaction SMILES: O=[C:2]([CH2:8][C:9](=O)[CH3:10])[C:3]([O:5][CH2:6][CH3:7])=[O:4].[C:12]1([NH:18][NH2:19])[CH:17]=[CH:16][CH:15]=[CH:14][CH:13]=1>C(O)(=O)C>[CH3:10][C:9]1[CH:8]=[C:2]([C:3]([O:5][CH2:6][CH3:7])=[O:4])[N:18]([C:12]2[CH:17]=[CH:16][CH:15]=[CH:14][CH:13]=2)[N:19]=1.[CH3:10][C:9]1[N:18]([C:12]2[CH:17]=[CH:16][CH:15]=[CH:14][CH:13]=2)[N:19]=[C:2]([C:3]([O:5][CH2:6][CH3:7])=[O:4])[CH:8]=1. Procedure details: 2 ml ethyl 2,4-dioxovalerate and 1.2 g phenyl hydrazine were dissolved in 20 ml acetic acid, followed by stirring at 100° C. for 2 hours. After evaporating acetic acid, ethyl acetate was added to the residue. The mixture was washed with aqueous sodium hydrogencarbonate solution and brine, dried over anhydrous magnesium sulfate and evaporated. The residue was subjected to silica gel column chromatography, to give 0.37 g of ethyl 3-methyl-1-phenyl-1H-5-pyrazolecarboxylate with hexane:ethyl acetate... Starting materials: COC1=CC2=C(CC(N(CC2)CCCCl)=O)C=C1OC (1-[7,8-dimethoxy-1,3,4,5-tetrahydro-2H-3-benzazepin-2-on-3-yl]-3-chloro-propane), NC1=C(C=C(C=C1C#N)CCNC)Cl (2-(4-amino-3-chloro-5-cyano-phenyl)-N-methyl-ethylamine). Yields the product COC1=CC2=C(CC(N(CC2)CCCN(CCC2=CC(=C(C(=C2)C#N)N)Cl)C)=O)C=C1OC (1-[7,8-Dimethoxy-1,3,4,5-tetrahydro-2H-3-benzazepin-2-on-3-yl]-3-[N-methyl-N-(2-{4-amino-3-chloro-5-cyano-phenyl}-ethyl)-amino]-propane). As a reaction SMILES: [CH3:1][O:2][C:3]1[C:18]([O:19][CH3:20])=[CH:17][C:6]2[CH2:7][C:8](=[O:16])[N:9]([CH2:12][CH2:13][CH2:14]Cl)[CH2:10][CH2:11][C:5]=2[CH:4]=1.[NH2:21][C:22]1[C:27]([C:28]#[N:29])=[CH:26][C:25]([CH2:30][CH2:31][NH:32][CH3:33])=[CH:24][C:23]=1[Cl:34]>>[CH3:1][O:2][C:3]1[C:18]([O:19][CH3:20])=[CH:17][C:6]2[CH2:7][C:8](=[O:16])[N:9]([CH2:12][CH2:13][CH2:14][N:32]([CH3:33])[CH2:31][CH2:30][C:25]3[CH:26]=[C:27]([C:28]#[N:29])[C:22]([NH2:21])=[C:23]([Cl:34])[CH:24]=3)[CH2:10][CH2:11][C:5]=2[CH:4]=1. Procedure details: This compound was prepared analogous to Example 5(b) from 1-[7,8-dimethoxy-1,3,4,5-tetrahydro-2H-3-benzazepin-2-on-3-yl]-3-chloro-propane and 2-(4-amino-3-chloro-5-cyano-phenyl)-N-methyl-ethylamine. The reactants are ClC1=NC(=NC=C1C#CC1=CC=C(C=C1)Cl)N=CN(C)C (4-Chloro-5-(4-chlorophenylethynyl)-2-dimethylaminomethyleneaminopyrimidine), C(C)(C)O (isopropanol), CS(=O)(=O)O (Methane sulfonic acid). Run in O (water). Reaction conditions: temperature 60 celsius, time 1.5 hour. Yields the product ClC1=NC(=NC=C1C#CC1=CC=C(C=C1)Cl)NC=O (4-chloro-5-(4-chlorophenylethynyl)-2-formamidopyrimidine). RXN SMILES: [Cl:1][C:2]1[C:7]([C:8]#[C:9][C:10]2[CH:15]=[CH:14][C:13]([Cl:16])=[CH:12][CH:11]=2)=[CH:6][N:5]=[C:4]([N:17]=[CH:18]N(C)C)[N:3]=1.C([OH:25])(C)C.CS(O)(=O)=O>O>[Cl:1][C:2]1[C:7]([C:8]#[C:9][C:10]2[CH:15]=[CH:14][C:13]([Cl:16])=[CH:12][CH:11]=2)=[CH:6][N:5]=[C:4]([NH:17][CH:18]=[O:25])[N:3]=1. Procedure details: 4-Chloro-5-(4-chlorophenylethynyl)-2-dimethylaminomethyleneaminopyrimidine (65.1 g), isopropanol (585 mL), and water (36 mL) were combined and warmed to 60° C. Methane sulfonic acid (23.1 g) was added and heating at 60oC was continued for 1.5–2.0 hours or until HPLC analysis confirmed the absence of the starting material. The mixture was cooled to ambient temperature and held for 1.5 hours. The solids were removed by filtration and washed with isopropanol (100 mL). The filter cake was slurried i... Reactants: COc1cc2c(c3c1OC(C)(C)C3)C(c1ccccc1)=NC(C)(C)C2, O, O=C1c2ccccc2C(=O)N1CO, O=S(=O)(O)O. Product: COc1c(CN2C(=O)c3ccccc3C2=O)c2c(c3c1OC(C)(C)C3)C(c1ccccc1)=NC(C)(C)C2. Reaction SMILES: [CH3:1][O:2][c:3]1[cH:4][c:5]2[c:10]([c:11]3[c:12]1[O:13][C:14]([CH3:16])([CH3:17])[CH2:15]3)[C:9]([c:18]1[cH:19][cH:20][cH:21][cH:22][cH:23]1)=[N:8][C:7]([CH3:24])([CH3:25])[CH2:6]2.[OH2:39].[OH:26][CH2:27][N:28]1[C:29](=[O:30])[c:31]2[cH:32][cH:33][cH:34][cH:35][c:36]2[C:37]1=[O:38].[S:40](=[O:41])(=[O:42])([OH:43])[OH:44]>>[CH3:1][O:2][c:3]1[c:4]([CH2:27][N:28]2[C:29](=[O:30])[c:31]3[cH:32][cH:33][cH:34][cH:35][c:36]3[C:37]2=[O:38])[c:5]2[c:10]([c:11]3[c:12]1[O:13][C:14]([CH3:16])([CH3:17])[CH2:15]3)[C:9]([c:18]1[cH:19][cH:20][cH:21][cH:22][cH:23]1)=[N:8][C:7]([CH3:24])([CH3:25])[CH2:6]2.